Dataset: the Open Reaction Database (ORD), a public repository of structured organic reaction records. Task: describe an organic reaction: reactants, conditions, products, and yield Reactants: [Cl-].[NH4+] (ammonium chloride), C(=O)C=1C=CC(=C(C1)NC=1SC(=C(N1)C1=CC=C(C=C1)C(F)(F)F)C(=O)N)[N+](=O)[O-] (2-(5-formyl-2-nitro-phenylamino)-4-(4-trifluoromethyl-phenyl)-thiazole-5-carboxylic acid amide), CN1CCNCC1 (1-methyl piperazine), 0.2665, C(C)(=O)O[BH-](OC(C)=O)OC(C)=O.[Na+] (sodium triacetoxyborohydride), C([O-])(O)=O.[Na+] (sodium bicarbonate). Solvent: ClCCl (dichloromethane), ClCCl (dichloromethane). Conditions: time 15 hour. The product is CN1CCN(CC1)CC=1C=CC(=C(C1)NC=1SC(=C(N1)C1=CC=C(C=C1)C(F)(F)F)C(=O)N)[N+](=O)[O-] (2-[5-(4-methyl-piperazin-1-ylmethyl)-2-nitro-phenylamino]-4-(4-trifluoromethyl-phenyl)thiazole-5-carboxylic acid amide). Yield: 59.5%. Reaction SMILES: [CH:1]([C:3]1[CH:4]=[CH:5][C:6]([N+:28]([O-:30])=[O:29])=[C:7]([NH:9][C:10]2[S:11][C:12]([C:25]([NH2:27])=[O:26])=[C:13]([C:15]3[CH:20]=[CH:19][C:18]([C:21]([F:24])([F:23])[F:22])=[CH:17][CH:16]=3)[N:14]=2)[CH:8]=1)=O.[CH3:31][N:32]1[CH2:37][CH2:36][NH:35][CH2:34][CH2:33]1.C(O[BH-](OC(=O)C)OC(=O)C)(=O)C.[Na+].[Cl-].[NH4+].C(=O)(O)[O-].[Na+]>ClCCl>[CH3:31][N:32]1[CH2:37][CH2:36][N:35]([CH2:1][C:3]2[CH:4]=[CH:5][C:6]([N+:28]([O-:30])=[O:29])=[C:7]([NH:9][C:10]3[S:11][C:12]([C:25]([NH2:27])=[O:26])=[C:13]([C:15]4[CH:20]=[CH:19][C:18]([C:21]([F:23])([F:22])[F:24])=[CH:17][CH:16]=4)[N:14]=3)[CH:8]=2)[CH2:34][CH2:33]1 |f:2.3,4.5,6.7|. Reported procedure: A mixture of 0.1041 g (0.239 mmole) of 2-(5-formyl-2-nitro-phenylamino)-4-(4-trifluoromethyl-phenyl)-thiazole-5-carboxylic acid amide (VI.47b), 5 mL of dichloromethane, 0.0781 g (0.772 mmole) of 1-methyl piperazine and 0.2665 (1.195 mmole) of sodium triacetoxyborohydride was stirred for 15 hours. The mixture was treated with 1 mL of saturated ammonium chloride, followed by 10 mL of saturated sodium bicarbonate and 5 mL of dichloromethane. The mixture was stirred for 45 minutes. The aqueous layer... Starting materials: C([O-])([O-])=O.[K+].[K+] (potassium carbonate), C1(=CC=CC=C1)P(=O)(C1=CC=CC=C1)N=[N+]=[N-] (Diphenylphosphoryl azide), C1(CCC1)N1N=C2C=CC(=CC2=C1)C(=O)O (2-cyclobutyl-2H-indazole-5-carboxylic acid), Cl (hydrochloric acid). The solvent is O1CCOCC1 (1,4-dioxane), C(C)N(CC)CC (triethylamine). Reaction conditions: time 20 minute. The product is C1(CCC1)N1N=C2C=CC(=CC2=C1)N (2-cyclobutyl-2H-indazol-5-amine). Reaction SMILES: C1(P([N:15]=[N+]=[N-])(C2C=CC=CC=2)=O)C=CC=CC=1.[CH:18]1([N:22]2[CH:30]=[C:29]3[C:24]([CH:25]=[CH:26][C:27](C(O)=O)=[CH:28]3)=[N:23]2)[CH2:21][CH2:20][CH2:19]1.Cl.C(=O)([O-])[O-].[K+].[K+]>O1CCOCC1.C(N(CC)CC)C>[CH:18]1([N:22]2[CH:30]=[C:29]3[C:24]([CH:25]=[CH:26][C:27]([NH2:15])=[CH:28]3)=[N:23]2)[CH2:21][CH2:20][CH2:19]1 |f:3.4.5|. Procedure details: Diphenylphosphoryl azide (4.15 mL) and triethylamine (3.76 mL) were added to a solution of 2-cyclobutyl-2H-indazole-5-carboxylic acid obtained in the above-described Step 1 (3.26 g) in 1,4-dioxane (50 mL), and the reaction solution was stirred at room temperature for 2 hours and 20 minutes. Thereafter, 1 N hydrochloric acid (100 mL) was added to the reaction solution, and then the reaction solution was stirred at 100° C. for 30 minutes. The reaction solution was cooled to room temperature, and p...